This data is from the Open Reaction Database (ORD), a public repository of structured organic reaction records. The task is: describe an organic reaction: reactants, conditions, products, and yield Reactants: ClC1=CC2=C(N(C(=N2)C)C(C)C)C=C1Cl (5,6-dichloro-1-isopropyl-2-methylbenzimidazole), BrC(C(=O)C1=CC=CC=C1)C (α-bromopropiophenone), C1(=CC=CC=C1)OC (anisole). Run in CC(=O)C (acetone). Yields the product ClC1=CC2=C(N3C(N2C(C)C)=CC(=C3C)C3=CC=CC=C3)C=C1Cl (6,7-dichloro-4-isopropyl-1-methyl-2-phenylpyrrolo[1,2-a]benzimidazole). As a reaction SMILES: [Cl:1][C:2]1[C:14]([Cl:15])=[CH:13][C:5]2[N:6]([CH:10]([CH3:12])[CH3:11])[C:7]([CH3:9])=[N:8][C:4]=2[CH:3]=1.Br[CH:17]([CH3:26])[C:18]([C:20]1[CH:25]=[CH:24][CH:23]=[CH:22][CH:21]=1)=O.C1(OC)C=CC=CC=1>CC(C)=O>[Cl:15][C:14]1[C:2]([Cl:1])=[CH:3][C:4]2[N:8]3[C:7]([CH3:9])=[C:18]([C:20]4[CH:25]=[CH:24][CH:23]=[CH:22][CH:21]=4)[CH:17]=[C:26]3[N:6]([CH:10]([CH3:11])[CH3:12])[C:5]=2[CH:13]=1. Reported procedure: To 2.57 g of 5,6-dichloro-1-isopropyl-2-methylbenzimidazole were added 1.52 ml of α-bromopropiophenone and 1 ml of anisole, and the mixture was heated for 2 hours on a steam bath. Then, to the mixture was added 50 ml of acetone. A produced crystals were separated from the mixture through filtration, then to the crystals were added 40 ml of 2% aqueous solution of sodium carbonate, and the resulting mixture was heated for 80 minutes on a steam bath. After the mixture was allowed to stand for cooli... Reactants: CS(=O)(=O)OC1=CC=C2C(=CC=C(C2=C1)NC(=O)OC(C)(C)C)Br (4-bromo-1-tert-butoxycarbonylaminonaphth-7-yl methanesulfonate), [OH-].[Na+] (NaOH), Cl (HCl). The solvent is C1CCOC1 (THF). Yields the product BrC1=CC=C(C2=CC(=CC=C12)O)NC(=O)OC(C)(C)C (4-Bromo-1-(tert-butoxycarbonylamino)naphth-7-ol). RXN SMILES: CS([O:5][C:6]1[CH:15]=[C:14]2[C:9]([C:10]([Br:24])=[CH:11][CH:12]=[C:13]2[NH:16][C:17]([O:19][C:20]([CH3:23])([CH3:22])[CH3:21])=[O:18])=[CH:8][CH:7]=1)(=O)=O.[OH-].[Na+].Cl>C1COCC1>[Br:24][C:10]1[C:9]2[C:14](=[CH:15][C:6]([OH:5])=[CH:7][CH:8]=2)[C:13]([NH:16][C:17]([O:19][C:20]([CH3:23])([CH3:22])[CH3:21])=[O:18])=[CH:12][CH:11]=1 |f:1.2|. Reported procedure: A solution of 4-bromo-1-tert-butoxycarbonylaminonaphth-7-yl methanesulfonate, as described above in Step B, (2.00 g, 4.80 mmol) in THF (50 mL) and 10% aqueous NaOH (85 mL) was heated to 65° C. for 60 hours. The cooled mixture was adjusted to pH of about 7 by addition of conc. aqueous HCl and concentrated to dryness under reduced pressure to provide the desired phenol. Reactants: C(C=C)(=O)OCC (ethyl acrylate), C(C(=C)C)(=O)OC (methyl methacrylate), C(C(=C)C)(=O)O (methacrylic acid). Yields the product CC(C)C(C(C)(C)COC(=O)C(C)C)O (Texanol). As a reaction SMILES: [C:1](OCC)(=O)[CH:2]=[CH2:3].[C:8]([O:13][CH3:14])(=[O:12])[C:9]([CH3:11])=[CH2:10].[C:15]([OH:20])(=O)[C:16]([CH3:18])=[CH2:17]>>[CH3:1][CH:2]([CH:15]([OH:20])[C:16]([CH2:14][O:13][C:8]([CH:9]([CH3:11])[CH3:10])=[O:12])([CH3:18])[CH3:17])[CH3:3]. Procedure: The composition of the polymer component of the dispersion Plextol B500 is 69.2% ethyl acrylate, 29.6% methyl methacrylate and 1.2% methacrylic acid Starting materials: [N+](=O)([O-])C=1C=C(C(=O)OCCCCCCOC(\C=C\C2=CC=C(C=C2)C(OC2=CC=C(C=C2)OCCCC(F)(F)F)(F)F)=O)C=C(C1)[N+](=O)[O-] (6-{[(2E)-3-(4-{difluoro[4-(4,4,4-trifluorobutoxy)phenoxy]methyl}phenyl)-prop-2-enoyl]oxy}hexyl 3,5-dinitrobenzoate), ferric chloride hexahydrate. Reagents/catalysts: [Zn] (zinc). The solvent is CN(C=O)C (N,N-di-methylformamide), O (water). Product: NC=1C=C(C(=O)OCCCCCCOC(\C=C\C2=CC=C(C=C2)C(OC2=CC=C(C=C2)OCCCC(F)(F)F)(F)F)=O)C=C(C1)N (6-{[(2E)-3-(4-{difluoro[4-(4,4,4-trifluorobutoxy)-phenoxy]-methyl}phenyl)prop-2-enoyl]oxy}hexyl 3,5-diaminobenzoate). The yield is 83.1%. RXN SMILES: [N+:1]([C:4]1[CH:5]=[C:6]([CH:45]=[C:46]([N+:48]([O-])=O)[CH:47]=1)[C:7]([O:9][CH2:10][CH2:11][CH2:12][CH2:13][CH2:14][CH2:15][O:16][C:17](=[O:44])/[CH:18]=[CH:19]/[C:20]1[CH:25]=[CH:24][C:23]([C:26]([F:43])([F:42])[O:27][C:28]2[CH:33]=[CH:32][C:31]([O:34][CH2:35][CH2:36][CH2:37][C:38]([F:41])([F:40])[F:39])=[CH:30][CH:29]=2)=[CH:22][CH:21]=1)=[O:8])([O-])=O>CN(C)C=O.O.[Zn]>[NH2:48][C:46]1[CH:45]=[C:6]([CH:5]=[C:4]([NH2:1])[CH:47]=1)[C:7]([O:9][CH2:10][CH2:11][CH2:12][CH2:13][CH2:14][CH2:15][O:16][C:17](=[O:44])/[CH:18]=[CH:19]/[C:20]1[CH:25]=[CH:24][C:23]([C:26]([F:42])([F:43])[O:27][C:28]2[CH:33]=[CH:32][C:31]([O:34][CH2:35][CH2:36][CH2:37][C:38]([F:39])([F:40])[F:41])=[CH:30][CH:29]=2)=[CH:22][CH:21]=1)=[O:8]. Procedure details: 5.95 g (8.38 mmol) of 6-{[(2E)-3-(4-{difluoro[4-(4,4,4-trifluorobutoxy)phenoxy]methyl}phenyl)-prop-2-enoyl]oxy}hexyl 3,5-dinitrobenzoate are dissolved in a mixture of 54 mL of N,N-di-methylformamide and 6 mL water. 13.9 g (51.4 mmol) ferric chloride hexahydrate are added. 5.60 g (85.7 mmol) zinc powder is added portion wise within 60 minutes. The mixture is allowed to react for 2 hours. The reaction mixture is partitioned between ethyl acetate and water and filtrated. The organic phase is washed...